Dataset: the Open Reaction Database (ORD), a public repository of structured organic reaction records. Task: describe an organic reaction: reactants, conditions, products, and yield The reactants are BrC=1C=NC=NC1 (5-bromopyrimidine), C(CCCC#C)O (5-hexyn-1-ol). Yields the product N1=CN=CC(=C1)CCCCCCO (5-pyrimidinehexanol). RXN SMILES: Br[C:2]1[CH:3]=[N:4][CH:5]=[N:6][CH:7]=1.[CH2:8]([OH:14])[CH2:9][CH2:10][CH2:11][C:12]#[CH:13]>>[N:4]1[CH:3]=[C:2]([CH2:13][CH2:12][CH2:11][CH2:10][CH2:9][CH2:8][OH:14])[CH:7]=[N:6][CH:5]=1. Procedure details: 5-bromopyrimidine and 5-hexyn-1-ol was reacted, as above, to give 5-pyrimidinehexanol as a colorless oil. bp 170°-175° C. (0.6 mm). Analysis Calculated for C10H16N2O: C, 66.63; H, 8.95; N, 15.54. Found: C, 66.62; H, 9.15; N, 15.59. Reported procedure: Ethyl 5-(2-hydroxypropyl)isoxazole-3-carboxylate (1.5 g, 7.53 mmol) was dissolved in acetone (40 ml) and cooled to 0° C. Jones' reagent (5.90 ml, 7.91 mmol) was added dropwise and the reaction mixture was stirred at 0 C for 30 min. Then the reaction mixture was allowed to warm up to RT and stirred 18 h. Mixture of methanol (30 ml) and water (30 ml) was added and then the volatiles were evaporated. The residue was extracted with DCM, dried with Na2SO4 and evaporated to dryness to afford 1.38 g (9... Solvent: CC(=O)C (acetone). As a reaction SMILES: [OH:1][CH:2]([CH3:14])[CH2:3][C:4]1[O:8][N:7]=[C:6]([C:9]([O:11][CH2:12][CH3:13])=[O:10])[CH:5]=1.CC(C)=O.OS(O)(=O)=O.O=[Cr](=O)=O.CO.O>CC(C)=O>[O:1]=[C:2]([CH3:14])[CH2:3][C:4]1[O:8][N:7]=[C:6]([C:9]([O:11][CH2:12][CH3:13])=[O:10])[CH:5]=1 |f:1.2.3|. Product: O=C(CC1=CC(=NO1)C(=O)OCC)C (Ethyl 5-(2-oxopropyl)isoxazole-3-carboxylate). Yield: 92.9%. Reaction conditions: temperature 0 celsius, time 30 minute. The reactants are OC(CC1=CC(=NO1)C(=O)OCC)C (Ethyl 5-(2-hydroxypropyl)isoxazole-3-carboxylate), CO (methanol), O (water), CC(=O)C.OS(=O)(=O)O.O=[Cr](=O)=O (Jones' reagent). The reactants are C(C1=CC=CC=C1)OC=1C(C=C(OC1CO)CNS(=O)(=O)C1=CC(=CC=C1)Cl)=O (N-(5-Benzyloxy-6-hydroxymethyl-4-oxo-4H-pyran-2-ylmethyl)-3-chloro-benzenesulfonamide), C(C1=CC=CC=C1)OC=1C(C=C(OC1C=O)CNS(=O)(=O)C1=CC=CC=C1)=O (N-(5-benzyloxy-6-formyl-4-oxo-4H-pyran-2-ylmethyl)-benzene sulfonamide). Product: C(C1=CC=CC=C1)OC=1C(C=C(OC1C=O)CNS(=O)(=O)C1=CC(=CC=C1)Cl)=O (N-(5-Benzyloxy-6-formyl-4-oxo-4H-pyran-2-ylmethyl)-3-chloro-benzenesulfonamide). Isolated yield 82.3%. As a reaction SMILES: [CH2:1]([O:8][C:9]1[C:10](=[O:29])[CH:11]=[C:12]([CH2:17][NH:18][S:19]([C:22]2[CH:27]=[CH:26][CH:25]=[C:24]([Cl:28])[CH:23]=2)(=[O:21])=[O:20])[O:13][C:14]=1[CH2:15][OH:16])[C:2]1[CH:7]=[CH:6][CH:5]=[CH:4][CH:3]=1.C(OC1C(=O)C=C(CNS(C2C=CC=CC=2)(=O)=O)OC=1C=O)C1C=CC=CC=1>>[CH2:1]([O:8][C:9]1[C:10](=[O:29])[CH:11]=[C:12]([CH2:17][NH:18][S:19]([C:22]2[CH:27]=[CH:26][CH:25]=[C:24]([Cl:28])[CH:23]=2)(=[O:21])=[O:20])[O:13][C:14]=1[CH:15]=[O:16])[C:2]1[CH:7]=[CH:6][CH:5]=[CH:4][CH:3]=1. Procedure: N-(5-Benzyloxy-6-formyl-4-oxo-4H-pyran-2-ylmethyl)-3-chloro-benzenesulfonamide (11-05) (2.3 g, 82.36%) was synthesized as a white solid from N-(5-benzyloxy-6-hydroxymethyl-4-oxo-4H-pyran-2-ylmethyl)-3-chloro-benzenesulfonamide (10-05) (2.8 g, 6.44 mmol) following the procedure described for N-(5-benzyloxy-6-formyl-4-oxo-4H-pyran-2-ylmethyl)-benzenesulfonamide (11-01). Starting materials: C(C)OC(=O)C=1C2=C(C=NC1)C(=CS2)COC2=CC(=CC=C2)NC(C2=CC=C(C=C2)F)=O (3-[3-(4-fluoro-benzoylamino)-phenoxymethyl]-thieno[3,2-c]pyridine-7-carboxylic acid ethyl ester), C(O)CN (ethanolamine). The solvent is CS(=O)C (methyl sulfoxide). Reaction conditions: temperature 135 celsius. Yields the product OCCNC(=O)C=1C2=C(C=NC1)C(=CS2)COC2=CC(=CC=C2)NC(C2=CC=C(C=C2)F)=O (3-[3-(4-fluoro-benzoylamino)-phenoxymethyl]-thieno[3,2-c]pyridine-7-carboxylic acid (2-hydroxy-ethyl)-amide). Reaction SMILES: C(O[C:4]([C:6]1[C:7]2[S:14][CH:13]=[C:12]([CH2:15][O:16][C:17]3[CH:22]=[CH:21][CH:20]=[C:19]([NH:23][C:24](=[O:32])[C:25]4[CH:30]=[CH:29][C:28]([F:31])=[CH:27][CH:26]=4)[CH:18]=3)[C:8]=2[CH:9]=[N:10][CH:11]=1)=[O:5])C.[CH2:33]([CH2:35][NH2:36])[OH:34]>CS(C)=O>[OH:34][CH2:33][CH2:35][NH:36][C:4]([C:6]1[C:7]2[S:14][CH:13]=[C:12]([CH2:15][O:16][C:17]3[CH:22]=[CH:21][CH:20]=[C:19]([NH:23][C:24](=[O:32])[C:25]4[CH:30]=[CH:29][C:28]([F:31])=[CH:27][CH:26]=4)[CH:18]=3)[C:8]=2[CH:9]=[N:10][CH:11]=1)=[O:5]. Procedure details: A suspension of 3-[3-(4-fluoro-benzoylamino)-phenoxymethyl]-thieno[3,2-c]pyridine-7-carboxylic acid ethyl ester (25.1 mg, 0.056 mmol) (from Example 8 supra) in methyl sulfoxide (0.5 mL) and ethanolamine (1.5 mL) (Aldrich) was heated at 135° C. for 2 hours in a microwave reactor. The solvent was removed in vacuum and the crude product was purified by column chromatography (CH2Cl2/MeOH, 98/2 to 80/20) to give two products. The faster eluting material gave 3-[3-(4-fluoro-benzoylamino)-phenoxymethyl... Reactants: C1COP(=O)(NC1O)N(CCCl)CCCl (4-hydroxycyclophosphamide), C1(CCCCC1)[NH3+].SCCS(=O)(=O)[O-] (cyclohexylammonium 2-mercaptoethanesulphonate), ClC(C(=O)O)(Cl)Cl (trichloroacetic acid). The solvent is O (water). Conditions: time 3 day. Product: C1(CCCCC1)[NH3+].ClCCN(P1(OCCC(N1)SCCS(=O)(=O)[O-])=O)CCCl (2-[2-(bis-(2-chloroethyl)-amino)-2-oxo-tetrahydro-2H-1,3,2-oxazaphosphorin-4-yl-thio]-ethanesulphonic acid cyclohexylammonium salt). Reaction SMILES: [CH2:1]1[CH:7](O)[NH:6][P:4]([N:9]([CH2:13][CH2:14][Cl:15])[CH2:10][CH2:11][Cl:12])(=[O:5])[O:3][CH2:2]1.[CH:16]1([NH3+:22])[CH2:21][CH2:20][CH2:19][CH2:18][CH2:17]1.[SH:23][CH2:24][CH2:25][S:26]([O-:29])(=[O:28])=[O:27].ClC(Cl)(Cl)C(O)=O>O>[CH:16]1([NH3+:22])[CH2:21][CH2:20][CH2:19][CH2:18][CH2:17]1.[Cl:12][CH2:11][CH2:10][N:9]([CH2:13][CH2:14][Cl:15])[P:4]1(=[O:5])[NH:6][CH:7]([S:23][CH2:24][CH2:25][S:26]([O-:29])(=[O:28])=[O:27])[CH2:1][CH2:2][O:3]1 |f:1.2,5.6|. Procedure details: 5.6 g (20 mmol) of 4-hydroxycyclophosphamide (i.e., 2-(bis-(2-chloroethyl)-amino)-4-hydroxy-tetrahydro-2H-1,3,2-oxazaphosphorin-2-oxide) and 4.8 g (20 mmol) of cyclohexylammonium-2-mercaptoethanesulphonate were dissolved in 100 ml of distilled water, mixed with some trichloroacetic acid and left to stand in a refrigerator for 3 days at 0° C. The solvent was then removed under high vacuum, the residue was taken up in acetone, re-concentrated, crystallised from acetone and recrystallised from isop... Starting materials: ClCCl, O=C(CCC(O)c1ccccc1)NC1CCCCC1, O=[Cr](=O)([O-])Cl, c1cc[nH+]cc1. Yields the product O=C(CCC(=O)c1ccccc1)NC1CCCCC1. As a reaction SMILES: [CH2:31]([Cl:32])[Cl:33].[CH:1]1([NH:7][C:8]([CH2:9][CH2:10][CH:11]([c:12]2[cH:13][cH:14][cH:15][cH:16][cH:17]2)[OH:18])=[O:19])[CH2:2][CH2:3][CH2:4][CH2:5][CH2:6]1.[O:20]=[Cr:21]([Cl:22])([O-:23])=[O:24].[nH+:25]1[cH:26][cH:27][cH:28][cH:29][cH:30]1>>[CH:1]1([NH:7][C:8]([CH2:9][CH2:10][C:11]([c:12]2[cH:13][cH:14][cH:15][cH:16][cH:17]2)=[O:18])=[O:19])[CH2:2][CH2:3][CH2:4][CH2:5][CH2:6]1. RXN SMILES: [N:18]#[C:19][Br:20].[NH2:1][CH2:2][CH:3]1[CH2:4][c:5]2[c:6]([c:7]3[cH:8][cH:9][c:10](=[O:16])[nH:11][c:12]3[c:13]([CH3:15])[cH:14]2)[O:17]1.[O:21]1[CH2:22][CH2:23][CH2:24][CH2:25]1>>[NH:1]([CH2:2][CH:3]1[CH2:4][c:5]2[c:6]([c:7]3[cH:8][cH:9][c:10](=[O:16])[nH:11][c:12]3[c:13]([CH3:15])[cH:14]2)[O:17]1)[C:19]#[N:18]. Product: Cc1cc2c(c3ccc(=O)[nH]c13)OC(CNC#N)C2. Reactants: N#CBr, Cc1cc2c(c3ccc(=O)[nH]c13)OC(CN)C2, C1CCOC1. The reactants are CC[Al](C#N)CC, C1COCCN1, COc1ccc(CN(Cc2ccc(OC)cc2)c2nc(C)nc(-c3cc(C(C)=O)cnc3Nc3cnc(OC)c(F)c3)n2)cc1, CCOC(C)=O, CC(C)O[Ti](OC(C)C)(OC(C)C)OC(C)C, ClCCl, [Na+], O=C([O-])O. Yields the product COc1ccc(CN(Cc2ccc(OC)cc2)c2nc(C)nc(-c3cc(C(C)(C#N)N4CCOCC4)cnc3Nc3cnc(OC)c(F)c3)n2)cc1. As a reaction SMILES: [C:52](#[N:53])[Al:54]([CH2:55][CH3:56])[CH2:57][CH3:58].[CH2:46]1[CH2:47][O:48][CH2:49][CH2:50][NH:51]1.[CH3:1][O:2][c:3]1[cH:4][cH:5][c:6]([CH2:7][N:8]([c:9]2[n:10][c:11](-[c:16]3[cH:17][c:18]([C:32]([CH3:33])=[O:34])[cH:19][n:20][c:21]3[NH:22][c:23]3[cH:24][n:25][c:26]([O:30][CH3:31])[c:27]([F:29])[cH:28]3)[n:12][c:13]([CH3:15])[n:14]2)[CH2:35][c:36]2[cH:37][cH:38][c:39]([O:42][CH3:43])[cH:40][cH:41]2)[cH:44][cH:45]1.[CH3:84][CH2:85][O:86][C:87]([CH3:88])=[O:89].[CH:67]([O:68][Ti:69]([O:70][CH:71]([CH3:72])[CH3:73])([O:74][CH:75]([CH3:76])[CH3:77])[O:78][CH:79]([CH3:80])[CH3:81])([CH3:82])[CH3:83].[Cl:64][CH2:65][Cl:66].[Na+:63].[O-:59][C:60]([OH:61])=[O:62]>>[CH3:1][O:2][c:3]1[cH:4][cH:5][c:6]([CH2:7][N:8]([c:9]2[n:10][c:11](-[c:16]3[cH:17][c:18]([C:32]([CH3:33])([N:51]4[CH2:46][CH2:47][O:48][CH2:49][CH2:50]4)[C:52]#[N:53])[cH:19][n:20][c:21]3[NH:22][c:23]3[cH:24][n:25][c:26]([O:30][CH3:31])[c:27]([F:29])[cH:28]3)[n:12][c:13]([CH3:15])[n:14]2)[CH2:35][c:36]2[cH:37][cH:38][c:39]([O:42][CH3:43])[cH:40][cH:41]2)[cH:44][cH:45]1.